Dataset: the Open Reaction Database (ORD), a public repository of structured organic reaction records. Task: describe an organic reaction: reactants, conditions, products, and yield Starting materials: ClC=1C=C2C=CC(=CC2=CC1)S(=O)(=O)N1CCN(CC1)C(=O)C1=C(C=C(C(=N)N)C=C1)C (4-[4-(6-chloro-2-naphthylsulphonyl)piperazine-1-carbonyl]-3-methylbenzamidine), ClC(=O)OC (methyl chloroformate). The solvent is ClCCl (dichloromethane). The product is COC(NC(C1=CC=C(C=C1)C(=O)N1CCN(CC1)S(=O)(=O)C1=CC2=CC=C(C=C2C=C1)Cl)=N)=O (methyl(imino-{4-[4- (6-chloro-2-naphthylsulphonyl)piperazine-1-carbonyl]phenyl}methyl)carbamate). RXN SMILES: [Cl:1][C:2]1[CH:3]=[C:4]2[C:9](=[CH:10][CH:11]=1)[CH:8]=[C:7]([S:12]([N:15]1[CH2:20][CH2:19][N:18]([C:21]([C:23]3[CH:31]=[CH:30][C:26]([C:27]([NH2:29])=[NH:28])=[CH:25][C:24]=3C)=[O:22])[CH2:17][CH2:16]1)(=[O:14])=[O:13])[CH:6]=[CH:5]2.Cl[C:34]([O:36][CH3:37])=[O:35]>ClCCl>[CH3:37][O:36][C:34](=[O:35])[NH:29][C:27](=[NH:28])[C:26]1[CH:25]=[CH:24][C:23]([C:21]([N:18]2[CH2:17][CH2:16][N:15]([S:12]([C:7]3[CH:6]=[CH:5][C:4]4[C:9](=[CH:10][CH:11]=[C:2]([Cl:1])[CH:3]=4)[CH:8]=3)(=[O:13])=[O:14])[CH2:20][CH2:19]2)=[O:22])=[CH:31][CH:30]=1. Procedure details: By reaction of 4-[4-(6-chloro-2-naphthylsulphonyl)piperazine-1-carbonyl]-3-methylbenzamidine with methyl chloroformate in dichloromethane, the compound methyl(imino-{4-[4- (6-chloro-2-naphthylsulphonyl)piperazine-1-carbonyl]phenyl}methyl)carbamate is obtained after customary work-up